This data is from the Open Reaction Database (ORD), a public repository of structured organic reaction records. The task is: describe an organic reaction: reactants, conditions, products, and yield The reactants are CCC1C=C(C)CC(C)CC(OC)C2OC(O)(C(=O)C(=O)N3CCCCC3C(=O)OC(C(C)=CC3CCC(OCC(=O)c4ccccc4)C(OC)C3)C(C)C(O[Si](C)(C)C(C)(C)C)CC1=O)C(C)CC2OC, F, C1CCOC1, c1ccncc1. Yields the product CCC1C=C(C)CC(C)CC(OC)C2OC(O)(C(=O)C(=O)N3CCCCC3C(=O)OC(C(C)=CC3CCC(OCC(=O)c4ccccc4)C(OC)C3)C(C)C(O)CC1=O)C(C)CC2OC. Reaction SMILES: [CH2:1]([CH3:2])[CH:3]1[C:4](=[O:72])[CH2:5][CH:6]([O:64][Si:65]([C:66]([CH3:67])([CH3:68])[CH3:69])([CH3:70])[CH3:71])[CH:7]([CH3:63])[CH:8]([C:42](=[CH:43][CH:44]2[CH2:45][CH:46]([O:60][CH3:61])[CH:47]([O:50][CH2:51][C:52](=[O:53])[c:54]3[cH:55][cH:56][cH:57][cH:58][cH:59]3)[CH2:48][CH2:49]2)[CH3:62])[O:9][C:10](=[O:41])[CH:11]2[CH2:12][CH2:13][CH2:14][CH2:15][N:16]2[C:17](=[O:40])[C:18](=[O:39])[C:19]2([OH:38])[CH:20]([CH3:37])[CH2:21][CH:22]([O:35][CH3:36])[CH:23]([CH:24]([O:32][CH3:33])[CH2:25][CH:26]([CH3:31])[CH2:27][C:28]([CH3:30])=[CH:29]1)[O:34]2.[FH:79].[O:80]1[CH2:81][CH2:82][CH2:83][CH2:84]1.[n:73]1[cH:74][cH:75][cH:76][cH:77][cH:78]1>>[CH2:1]([CH3:2])[CH:3]1[C:4](=[O:72])[CH2:5][CH:6]([OH:64])[CH:7]([CH3:63])[CH:8]([C:42](=[CH:43][CH:44]2[CH2:45][CH:46]([O:60][CH3:61])[CH:47]([O:50][CH2:51][C:52](=[O:53])[c:54]3[cH:55][cH:56][cH:57][cH:58][cH:59]3)[CH2:48][CH2:49]2)[CH3:62])[O:9][C:10](=[O:41])[CH:11]2[CH2:12][CH2:13][CH2:14][CH2:15][N:16]2[C:17](=[O:40])[C:18](=[O:39])[C:19]2([OH:38])[CH:20]([CH3:37])[CH2:21][CH:22]([O:35][CH3:36])[CH:23]([CH:24]([O:32][CH3:33])[CH2:25][CH:26]([CH3:31])[CH2:27][C:28]([CH3:30])=[CH:29]1)[O:34]2. The reactants are O=C1NC=CC(=C1)C(CC)=O (1-(2-oxo-1,2-dihydro-4-pyridinyl)-1-propanone), C(C)(C)NC(C)C (diisopropylamine), C(CCC)[Li] (n-butyllithium), C(C)(=O)OC(C)(C)C (tert-butyl acetate). Run in O1CCCC1 (tetrahydrofuran), O1CCCC1 (tetrahydrofuran), O (water). Reaction conditions: temperature 0 celsius, time 15 minute. Yields the product C(C)(C)(C)OC(CC(CC)(C1=CC(NC=C1)=O)O)=O (tert-butyl3-hydroxy-3-(2-oxo-1,2-dihydro-4-pyridinyl)pentanoate). As a reaction SMILES: C(NC(C)C)(C)C.C([Li])CCC.[C:13]([O:16][C:17]([CH3:20])([CH3:19])[CH3:18])(=[O:15])[CH3:14].[O:21]=[C:22]1[CH:27]=[C:26]([C:28](=[O:31])[CH2:29][CH3:30])[CH:25]=[CH:24][NH:23]1>O1CCCC1.O>[C:17]([O:16][C:13](=[O:15])[CH2:14][C:28]([OH:31])([C:26]1[CH:25]=[CH:24][NH:23][C:22](=[O:21])[CH:27]=1)[CH2:29][CH3:30])([CH3:20])([CH3:19])[CH3:18]. Procedure: A solution of diisopropylamine (35 ml, 250 mmol) in anhydrous tetrahydrofuran (275 ml) is treated dropwise at 0° C., under argon, with n-butyllithium (2.5 M in hexane, 100 ml, 250 mmol). The resulting mixture is agitated at 0° C. for 15 min, then cooled down to −78° C. and treated with tert-butyl acetate (33.8 ml, 250 mmol). After agitation at −78° C. for 15 min, the resulting lithiated reagent is added dropwise, over 1 hour, using a transfer canula, to a solution of 1-(2-oxo-1,2-dihydro-4-pyrid... Starting materials: BrC1=CC=C(C=C1)C=1N=C(NC1C1=CC(NC=C1)=O)C1=C(C=CC=C1F)Cl (4-[4-(4-bromophenyl)-2-(2-chloro-6-fluorophenyl)-1H-imidazol-5-yl]pyridin-2(1H)-one). The solvent is ClCCCl.C(C)O (1,2-dichloroethane ethanol). Product: BrC1=CC=2C(=C3C(=C4C=CNC(C24)=O)NC(=N3)C3=C(C=CC=C3F)Cl)C=C1 (9-bromo-2-(2-chloro-6-fluorophenyl)-3,6-dihydro-7H-benzo[h]imidazo[4,5-f]isoquinolin-7-one). RXN SMILES: [Br:1][C:2]1[CH:7]=[CH:6][C:5]([C:8]2[N:9]=[C:10]([C:20]3[C:25]([F:26])=[CH:24][CH:23]=[CH:22][C:21]=3[Cl:27])[NH:11][C:12]=2[C:13]2[CH:18]=[CH:17][NH:16][C:15](=[O:19])[CH:14]=2)=[CH:4][CH:3]=1>ClCCCl.C(O)C>[Br:1][C:2]1[CH:7]=[CH:6][C:5]2=[C:8]3[N:9]=[C:10]([C:20]4[C:25]([F:26])=[CH:24][CH:23]=[CH:22][C:21]=4[Cl:27])[NH:11][C:12]3=[C:13]3[C:14]([C:15](=[O:19])[NH:16][CH:17]=[CH:18]3)=[C:4]2[CH:3]=1 |f:1.2|. Procedure details: The intermediate from Example 1 Step D (2.9 g, 6.55 mmol) was dissolved in 200 mL of a 60:40 mixture of 1,2-dichloroethane-ethanol. The mixture was irradiated under a high intensity light for 3 days. The volatiles were removed in vacuo and the crude material was triturated with DCM and filtered. The product was triturated twice more with EtOAc and filtered. 1 NMR 400 MHz, DMSO-d6: δ14.12 (br, 1H), 11.82 (m, 1H), 10.55(m, 1H), 7.40˜7.90(m, 7H): [M+1]+ 442. The reactants are N1(CCNCC1)CC1=CC=C(C=N1)NC(=O)C=1C=CC(=C2C=CC=NC12)C1=C(C(=CC(=C1Cl)OC)OC)Cl (5-(2,6-dichloro-3,5-dimethoxy-phenyl)-quinoline-8-carboxylic acid (6-piperazin-1-ylmethyl-pyridin-3-yl)-amide), NC1=CC=C(C=N1)CN(CCN(C)C)C (N-(6-amino-pyridin-3-ylmethyl)-N,N′,N′-trimethyl-ethane-1,2-diamine). Solvent: C(Cl)Cl.CO (DCM MeOH). Run at time 14 hour. Product: CN(CCN(C)CC=1C=CC(=NC1)NC(=O)C=1C=CC(=C2C=CC=NC12)C1=C(C(=CC(=C1Cl)OC)OC)Cl)C (5-(2,6-Dichloro-3,5-dimethoxy-phenyl)-quinoline-8-carboxylic acid (5-{[(2-dimethylamino-ethyl)-methyl-amino]-methyl}-pyridin-2-yl)-amide). As a reaction SMILES: N1(CC2N=CC([NH:14][C:15]([C:17]3[CH:18]=[CH:19][C:20]([C:27]4[C:32]([Cl:33])=[C:31]([O:34][CH3:35])[CH:30]=[C:29]([O:36][CH3:37])[C:28]=4[Cl:38])=[C:21]4[C:26]=3[N:25]=[CH:24][CH:23]=[CH:22]4)=[O:16])=CC=2)CCNCC1.N[C:40]1[N:45]=[CH:44][C:43]([CH2:46][N:47]([CH3:53])[CH2:48][CH2:49][N:50]([CH3:52])[CH3:51])=[CH:42][CH:41]=1>C(Cl)Cl.CO>[CH3:51][N:50]([CH3:52])[CH2:49][CH2:48][N:47]([CH2:46][C:43]1[CH:42]=[CH:41][C:40]([NH:14][C:15]([C:17]2[CH:18]=[CH:19][C:20]([C:27]3[C:28]([Cl:38])=[C:29]([O:36][CH3:37])[CH:30]=[C:31]([O:34][CH3:35])[C:32]=3[Cl:33])=[C:21]3[C:26]=2[N:25]=[CH:24][CH:23]=[CH:22]3)=[O:16])=[N:45][CH:44]=1)[CH3:53] |f:2.3|. Procedure: The title compound was prepared in analogy to the procedure described in Step 14.1 but using 5-(2,6-dichloro-3,5-dimethoxy-phenyl)-quinoline-8-carboxylic acid (6-piperazin-1-ylmethyl-pyridin-3-yl)-amide (Exam pie 170), N-(6-amino-pyridin-3-ylmethyl)-N,N′,N′-trimethyl-ethane-1,2-diamine (prepared as described in Example 26 but using N,N,N′-trimethyl-ethane-1,2-diamine in Step 26.2), and stirring the reaction mixture for 14 h at rt. Title compound: ESI-MS: 568.0 [M+H]+; TLC: Rf=0.15 (DCM/MeOH, 9:1... The yield is 99.3%. Run in C(Cl)Cl (DCM). Yields the product C(C)(=O)N1CC(CCC1)N1C(NC(=C1C1=CC=CC=C1)C(=O)N1CCN(CC1)C(=O)OC(C)(C)C)=O (tert-butyl 4-(1-(1-acetylpiperidin-3-yl)-2-oxo-5-phenyl-2,3-dihydro-1H-imidazole-4-carbonyl)piperazine-1-carboxylate). As a reaction SMILES: [O:1]=[C:2]1[NH:6][C:5]([C:7]([N:9]2[CH2:14][CH2:13][N:12]([C:15]([O:17][C:18]([CH3:21])([CH3:20])[CH3:19])=[O:16])[CH2:11][CH2:10]2)=[O:8])=[C:4]([C:22]2[CH:27]=[CH:26][CH:25]=[CH:24][CH:23]=2)[N:3]1[CH:28]1[CH2:33][CH2:32][CH2:31][NH:30][CH2:29]1.[C:34](OC(=O)C)(=[O:36])[CH3:35]>C(Cl)Cl>[C:34]([N:30]1[CH2:31][CH2:32][CH2:33][CH:28]([N:3]2[C:4]([C:22]3[CH:27]=[CH:26][CH:25]=[CH:24][CH:23]=3)=[C:5]([C:7]([N:9]3[CH2:10][CH2:11][N:12]([C:15]([O:17][C:18]([CH3:21])([CH3:20])[CH3:19])=[O:16])[CH2:13][CH2:14]3)=[O:8])[NH:6][C:2]2=[O:1])[CH2:29]1)(=[O:36])[CH3:35]. Starting materials: O=C1N(C(=C(N1)C(=O)N1CCN(CC1)C(=O)OC(C)(C)C)C1=CC=CC=C1)C1CNCCC1 (tert-butyl 4-(2-oxo-5-phenyl-1-(piperidin-3-yl)-2,3-dihydro-1H-imidazole-4-carbonyl)piperazine-1-carboxylate), O=C1N(C(=C(N1)C(=O)N1CCN(CC1)C(=O)OC(C)(C)C)C1=CC=CC=C1)C1CNCCC1 (tert-butyl 4-(2-oxo-5-phenyl-1-(piperidin-3-yl)-2,3-dihydro-1H-imidazole-4-carbonyl)piperazine-1-carboxylate), TEA, C(C)(=O)OC(C)=O (acetic anhydride). Run at temperature 0 celsius, time 30 minute. Procedure: 16G (0.39 g, 0.85 mmol) prepared in the previous step was dissolved in 3 mL of anhydrous DCM. TEA (0.36 mL, 2.54 mmol) was added and the mixture was chilled to 0° C. To this chilled mixture, acetic anhydride (0.08 mL, 0.85 mmol) was added slowly. After about 30 minutes, TLC and LC/MS showed no signs of 16G. At this point, the mixture was concentrated to give tert-butyl 4-(1-(1-acetylpiperidin-3-yl)-2-oxo-5-phenyl-2,3-dihydro-1H-imidazole-4-carbonyl)piperazine-1-carboxylate (16H) as an oil (0.42 ... The reactants are BrC1=C2CCNCC2=CC=C1 (5-Bromo-1,2,3,4-tetrahydro-isoquinoline), B(O)O (boronic acid). Product: N1=CC(=CC=C1)C1=C2CCNCC2=CC=C1 (5-Pyridin-3-yl-1,2,3,4-tetrahydro-isoquinoline). As a reaction SMILES: Br[C:2]1[CH:11]=[CH:10][CH:9]=[C:8]2[C:3]=1[CH2:4][CH2:5][NH:6][CH2:7]2.B(O)O>>[N:6]1[CH:7]=[CH:8][CH:3]=[C:4]([C:2]2[CH:11]=[CH:10][CH:9]=[C:8]3[C:3]=2[CH2:4][CH2:5][NH:6][CH2:7]3)[CH:5]=1. Reported procedure: In close analogy to the procedure described above, 5-Bromo-1,2,3,4-tetrahydro-isoquinoline is reacted with the corresponding boronic acid to provide the title compound. The reactants are O=C(O)CCCN(CCCNC(=O)Nc1ccc(Br)cc1)C1CCCc2ccccc21, CN(C)c1ccncc1, ClCCl, NS(=O)(=O)c1ccccc1. The product is O=C(CCCN(CCCNC(=O)Nc1ccc(Br)cc1)C1CCCc2ccccc21)NS(=O)(=O)c1ccccc1. As a reaction SMILES: [Br:1][c:2]1[cH:3][cH:4][c:5]([NH:8][C:9]([NH:10][CH2:11][CH2:12][CH2:13][N:14]([CH2:15][CH2:16][CH2:17][C:18](=[O:19])[OH:20])[CH:21]2[CH2:22][CH2:23][CH2:24][c:25]3[cH:26][cH:27][cH:28][cH:29][c:30]32)=[O:31])[cH:6][cH:7]1.[CH3:45][N:46]([c:47]1[cH:48][cH:49][n:50][cH:51][cH:52]1)[CH3:53].[Cl:42][CH2:43][Cl:44].[c:32]1([S:38](=[O:39])(=[O:40])[NH2:41])[cH:33][cH:34][cH:35][cH:36][cH:37]1>>[Br:1][c:2]1[cH:3][cH:4][c:5]([NH:8][C:9]([NH:10][CH2:11][CH2:12][CH2:13][N:14]([CH2:15][CH2:16][CH2:17][C:18](=[O:19])[NH:41][S:38]([c:32]2[cH:33][cH:34][cH:35][cH:36][cH:37]2)(=[O:39])=[O:40])[CH:21]2[CH2:22][CH2:23][CH2:24][c:25]3[cH:26][cH:27][cH:28][cH:29][c:30]32)=[O:31])[cH:6][cH:7]1. Product: C(C)(C)(C)OC(=O)N1CCC(CC1)C1=CC=C(C=C1)NC1=NC=C(C(=N1)CCC1=NC=NC=C1CC(=O)[O-])C(F)(F)F.[Li+] (Lithium 2-(4-(2-(2-((4-(1-(tert-butoxycarbonyl)piperidin-4-yl)phenyl)amino)-5-(trifluoromethyl)pyrimidin-4-yl)ethyl)pyrimidin-5-yl)acetate). RXN SMILES: O[Li:2].O.C([O:6][C:7](=[O:47])[CH2:8][C:9]1[C:10]([CH2:15][CH2:16][C:17]2[C:22]([C:23]([F:26])([F:25])[F:24])=[CH:21][N:20]=[C:19]([NH:27][C:28]3[CH:33]=[CH:32][C:31]([CH:34]4[CH2:39][CH2:38][N:37]([C:40]([O:42][C:43]([CH3:46])([CH3:45])[CH3:44])=[O:41])[CH2:36][CH2:35]4)=[CH:30][CH:29]=3)[N:18]=2)=[N:11][CH:12]=[N:13][CH:14]=1)C>C1COCC1.O.CO>[C:43]([O:42][C:40]([N:37]1[CH2:36][CH2:35][CH:34]([C:31]2[CH:30]=[CH:29][C:28]([NH:27][C:19]3[N:18]=[C:17]([CH2:16][CH2:15][C:10]4[C:9]([CH2:8][C:7]([O-:47])=[O:6])=[CH:14][N:13]=[CH:12][N:11]=4)[C:22]([C:23]([F:26])([F:25])[F:24])=[CH:21][N:20]=3)=[CH:33][CH:32]=2)[CH2:39][CH2:38]1)=[O:41])([CH3:46])([CH3:44])[CH3:45].[Li+:2] |f:0.1,6.7|. Run at time 18 hour. The reactants are O[Li].O (LiOH.H2O), C(C)OC(CC=1C(=NC=NC1)CCC1=NC(=NC=C1C(F)(F)F)NC1=CC=C(C=C1)C1CCN(CC1)C(=O)OC(C)(C)C)=O (tert-butyl 4-(4-((4-(2-(5-(2-ethoxy-2-oxoethyl)pyrimidin-4-yl)ethyl)-5-(trifluoromethyl)pyrimidin-2-yl)amino)phenyl)piperidine-1-carboxylate). The yield is 103.9%. Run in C1CCOC1 (THF), O (water), CO (methanol). Procedure: LiOH.H2O (0.020 g, 0.468 mmol) was added to a solution of tert-butyl 4-(4-((4-(2-(5-(2-ethoxy-2-oxoethyl)pyrimidin-4-yl)ethyl)-5-(trifluoromethyl)pyrimidin-2-yl)amino)phenyl)piperidine-1-carboxylate (I112) (0.096 g, 0.156 mmol) in THF (7 mL), water (1.5 mL) and methanol (1 mL) and the resulting mixture was allowed to stir at room temperature for 18 hours. The volatiles were removed in vacuo and the residue was diluted with EtOAc (70 mL) and 2 M aqueous NaOH (80 mL). The layers were separated and... Reactants: Cl.C(C)(=O)OCC (HCl ethyl acetate), [H][H] (hydrogen), [H][H] (hydrogen), COC=1C=C(C=CC1OC)C1CC=CC(C1)=O (5-(3,4-Dimethoxyphenyl)-2-cyclohexen-1-one). The reagents and catalysts are [C].[Pd] (palladium-carbon). Solvent: C(C)O (ethanol), C(C)(=O)OCC (ethyl acetate). Conditions: time 30 minute. Yields the product COC=1C=C(C=CC1OC)C1CC(CCC1)=O (3-(3,4-dimethoxyphenyl)cyclohexanone). Yield: 98.6%. As a reaction SMILES: [CH3:1][O:2][C:3]1[CH:4]=[C:5]([CH:11]2[CH2:16][C:15](=[O:17])[CH:14]=[CH:13][CH2:12]2)[CH:6]=[CH:7][C:8]=1[O:9][CH3:10].[H][H].Cl.C(OCC)(=O)C>C(O)C.C(OCC)(=O)C.[C].[Pd]>[CH3:1][O:2][C:3]1[CH:4]=[C:5]([CH:11]2[CH2:12][CH2:13][CH2:14][C:15](=[O:17])[CH2:16]2)[CH:6]=[CH:7][C:8]=1[O:9][CH3:10] |f:2.3,6.7|. Procedure details: 5-(3,4-Dimethoxyphenyl)-2-cyclohexen-1-one (6.76 g) was dissolved in ethanol (100 ml), and 10% palladium-carbon (684 mg) was added thereto. After substituting the reaction vessel with hydrogen gas, hydrogen addition was effected for 30 minutes at normal pressure and room temperature. After the reaction, the catalyst was filtered off and the solvent was distilled off under reduced pressure to produce an oily substance which was dissolved in ethyl acetate (50 ml), and then 4 N HCl-ethyl acetate so...